Dataset: the Open Reaction Database (ORD), a public repository of structured organic reaction records. Task: describe an organic reaction: reactants, conditions, products, and yield Starting materials: CS(=O)(=O)CCN, CC(C)O, CC(C)c1nc(-c2ccc(F)c(NS(=O)(=O)c3ccc(F)cc3F)c2)c(-c2ccnc(Cl)n2)s1. Product: CC(C)c1nc(-c2ccc(F)c(NS(=O)(=O)c3ccc(F)cc3F)c2)c(-c2ccnc(NCCS(C)(=O)=O)n2)s1. Reaction SMILES: [CH3:1][S:2](=[O:3])(=[O:4])[CH2:5][CH2:6][NH2:7].[CH:42]([OH:43])([CH3:44])[CH3:45].[Cl:8][c:9]1[n:10][cH:11][cH:12][c:13](-[c:15]2[c:16](-[c:23]3[cH:24][cH:25][c:26]([F:41])[c:27]([NH:29][S:30](=[O:31])(=[O:32])[c:33]4[c:34]([F:40])[cH:35][c:36]([F:39])[cH:37][cH:38]4)[cH:28]3)[n:17][c:18]([CH:20]([CH3:21])[CH3:22])[s:19]2)[n:14]1>>[CH3:1][S:2](=[O:3])(=[O:4])[CH2:5][CH2:6][NH:7][c:9]1[n:10][cH:11][cH:12][c:13](-[c:15]2[c:16](-[c:23]3[cH:24][cH:25][c:26]([F:41])[c:27]([NH:29][S:30](=[O:31])(=[O:32])[c:33]4[c:34]([F:40])[cH:35][c:36]([F:39])[cH:37][cH:38]4)[cH:28]3)[n:17][c:18]([CH:20]([CH3:21])[CH3:22])[s:19]2)[n:14]1. Starting materials: [O-]CC.[Na+] (sodium ethoxide), [OH-].[K+] (KOH), C(CC(=O)OCC)(=O)OCC (diethyl malonate), ClC1=C(CCl)C=CC=C1 (2-chlorobenzyl chloride). Solvent: C(C)O (ethanol). Yields the product C(=O)(O)CCC1=C(C=CC=C1)Cl (1-(2-carboxyethyl)-2-chlorobenzene). As a reaction SMILES: [O-]CC.[Na+].[C:5](OCC)(=O)[CH2:6][C:7]([O:9]CC)=[O:8].[Cl:16][C:17]1[CH:24]=[CH:23][CH:22]=[CH:21][C:18]=1CCl.[OH-].[K+]>C(O)C>[C:7]([CH2:6][CH2:5][C:18]1[CH:21]=[CH:22][CH:23]=[CH:24][C:17]=1[Cl:16])([OH:9])=[O:8] |f:0.1,4.5|. Reported procedure: A solution of 171.0 g (2.51 mol) of sodium ethoxide in ethanol is admixed with 149.2 g (932 mmol) of diethyl malonate. 50.0 g (311 mmol) of 2-chlorobenzyl chloride are added to this reaction mixture, and after the addition is complete the reaction mixture is refluxed for three hours. After cooling to room temperature, 480 g (1.71 mol) of a KOH solution are added and the mixture is subsequently refluxed for another hour. The ethanol is then distilled off and the residue is subjected to an aqueous... Reactants: CO, CC1CN(C(=O)C(F)(F)F)CCc2nc(OC(F)F)ccc21, [K+], [K+], O=C([O-])[O-], O. The product is CC1CNCCc2nc(OC(F)F)ccc21. RXN SMILES: [CH3:29][OH:30].[F:1][CH:2]([O:3][c:4]1[cH:5][cH:6][c:7]2[c:8]([n:21]1)[CH2:9][CH2:10][N:11]([C:15](=[O:16])[C:17]([F:18])([F:19])[F:20])[CH2:12][CH:13]2[CH3:14])[F:22].[K+:23].[K+:24].[O-:25][C:26]([O-:27])=[O:28].[OH2:31]>>[F:1][CH:2]([O:3][c:4]1[cH:5][cH:6][c:7]2[c:8]([n:21]1)[CH2:9][CH2:10][NH:11][CH2:12][CH:13]2[CH3:14])[F:22]. Procedure details: 10 g (0.06 mol) o-Methoxy-phenoxyethylamine were mixed with 6.4 g (0.06 mol) pyridine-3-aldehyde, heated to 105° C and kept at this temperature for 3 hours. The cooled mixture was dissolved in 400 ml methanol. The solution was cooled to 5° C and 5.7 g (0.15 mol) sodium borohydride added in small portions. The mixture was stirred for half an hour at room temperature and then refluxed for 6 hours. Conditions: temperature 105 celsius, time 3 hour. Yields the product N1=CC(=CC=C1)CNCCOC1=C(C=CC=C1)OC (N-(3-Pyridyl-methyl)-o-methoxy-phenoxyethylamine). As a reaction SMILES: [CH3:1][O:2][C:3]1[CH:12]=[CH:11][CH:10]=[CH:9][C:4]=1[O:5][CH2:6][CH2:7][NH2:8].[N:13]1[CH:18]=[CH:17][CH:16]=[C:15]([CH:19]=O)[CH:14]=1.[BH4-].[Na+]>CO>[N:13]1[CH:18]=[CH:17][CH:16]=[C:15]([CH2:19][NH:8][CH2:7][CH2:6][O:5][C:4]2[CH:9]=[CH:10][CH:11]=[CH:12][C:3]=2[O:2][CH3:1])[CH:14]=1 |f:2.3|. The reactants are COC1=C(OCCN)C=CC=C1 (o-Methoxy-phenoxyethylamine), N1=CC(=CC=C1)C=O (pyridine-3-aldehyde), [BH4-].[Na+] (sodium borohydride). The solvent is CO (methanol).